The task is: describe an organic reaction: reactants, conditions, products, and yield. This data is from the Open Reaction Database (ORD), a public repository of structured organic reaction records. The reactants are CCOC(C)=O, COc1ccc(CNc2ccc(CO)c(F)n2)cc1. The product is COc1ccc(CNc2ccc(C=O)c(F)n2)cc1. Reaction SMILES: [CH3:20][CH2:21][O:22][C:23](=[O:24])[CH3:25].[F:1][c:2]1[n:3][c:4]([NH:10][CH2:11][c:12]2[cH:13][cH:14][c:15]([O:18][CH3:19])[cH:16][cH:17]2)[cH:5][cH:6][c:7]1[CH2:8][OH:9]>>[F:1][c:2]1[n:3][c:4]([NH:10][CH2:11][c:12]2[cH:13][cH:14][c:15]([O:18][CH3:19])[cH:16][cH:17]2)[cH:5][cH:6][c:7]1[CH:8]=[O:9]. The reactants are O=C([O-])[O-], CCOC(C)=O, [Cs+], [Cs+], CI, CN(C)C=O, c1ccc(-c2c[nH]cn2)cc1. The product is Cn1cnc(-c2ccccc2)c1. Reaction SMILES: [C:12](=[O:13])([O-:14])[O-:15].[CH3:25][CH2:26][O:27][C:28]([CH3:29])=[O:30].[Cs+:16].[Cs+:17].[I:18][CH3:19].[O:20]=[CH:21][N:22]([CH3:23])[CH3:24].[c:1]1(-[c:7]2[n:8][cH:9][nH:10][cH:11]2)[cH:2][cH:3][cH:4][cH:5][cH:6]1>>[c:1]1(-[c:7]2[n:8][cH:9][n:10]([CH3:12])[cH:11]2)[cH:2][cH:3][cH:4][cH:5][cH:6]1. Reactants: BrCC1=CC(=C(C=C1)F)C(F)(F)F (4-(bromomethyl)-1-fluoro-2-(trifluoromethyl)benzene), O (water), [H-].[Na+] (sodium hydride), BrC=1C=C2N=CC(=NC2=CC1)NC ((6-Bromo-quinoxalin-2-yl)-methyl-amine). Run in CN(C)C=O (DMF), CN(C)C=O (DMF). Conditions: temperature 0 celsius, time 15 minute. Yields the product BrC=1C=C2N=CC(=NC2=CC1)N(C)CC1=CC(=C(C=C1)F)C(F)(F)F ((6-Bromo-quinoxalin-2-yl)-(4-fluoro-3-trifluoromethyl-benzyl)-methyl-amine). Isolated yield 67.3%. Reaction SMILES: [H-].[Na+].[Br:3][C:4]1[CH:5]=[C:6]2[C:11](=[CH:12][CH:13]=1)[N:10]=[C:9]([NH:14][CH3:15])[CH:8]=[N:7]2.Br[CH2:17][C:18]1[CH:23]=[CH:22][C:21]([F:24])=[C:20]([C:25]([F:28])([F:27])[F:26])[CH:19]=1.O>CN(C=O)C>[Br:3][C:4]1[CH:5]=[C:6]2[C:11](=[CH:12][CH:13]=1)[N:10]=[C:9]([N:14]([CH2:17][C:18]1[CH:23]=[CH:22][C:21]([F:24])=[C:20]([C:25]([F:28])([F:26])[F:27])[CH:19]=1)[CH3:15])[CH:8]=[N:7]2 |f:0.1|. Reported procedure: To a suspension of sodium hydride (0.08 g, 1.5 eq, 3.37 mmol) in DMF (15 mL) was added (6-Bromo-quinoxalin-2-yl)-methyl-amine (0.6 g, 1.0 eq, 2.51 mmol) at 0° C. The reaction mixture was stirred at 0° C. for 15 minutes. A mixture of 4-(bromomethyl)-1-fluoro-2-(trifluoromethyl)benzene (0.7 g, 1.2 eq. 2.72 mmol) in DMF (15 mL) was added at room temperature and the reaction mixture was stirred for 2.0 hours at 0° C. After completion of the reaction, cold water (180 mL) was added and the reaction mi... Starting materials: FC(C(=C(F)F)F)(F)F (Hexafluoropropene), S(O)(O)(=O)=O (sulfuric acid), Fluoride Ion, FC(C(C(F)(F)F)C(C(C(F)(F)F)(F)F)(F)F)(F)F (2-trifluoromethyl-1,1,1,3,3,4,4,5,5,5-decafluoropentane). Reported procedure: To prepare 2-trifluoromethyl-1,1,1,3,4,4,5,5,5-nonafluoro-2-pentanol, commercially available hexafluoropropene may be oligomerized with commercially available trimethylamine in a dipolar aprotic solvent such as commercially available tetrahydrofuran to provide (CF3)2C:CFCF2CF3 which is then reacted with commercially available hydrogen fluoride to yield 2-trifluoromethyl-1,1,1,3,3,4,4,5,5,5-decafluoropentane as taught by W. Brunskill et al., "Anionic Oligomerisation of Hexafluoropropene: Fission ... RXN SMILES: FC(F)(F)C(F)=C(F)F.[F:10][C:11]([F:28])([F:27])[CH:12]([C:17](F)([F:25])[C:18]([F:24])([F:23])[C:19]([F:22])([F:21])[F:20])[C:13]([F:16])([F:15])[F:14].S(=O)(=O)(O)[OH:30]>O>[F:10][C:11]([F:28])([F:27])[C:12]([OH:30])([CH:17]([F:25])[C:18]([F:24])([F:23])[C:19]([F:22])([F:21])[F:20])[C:13]([F:16])([F:15])[F:14]. Solvent: O (water). Yields the product FC(C(C(F)(F)F)(C(C(C(F)(F)F)(F)F)F)O)(F)F (2-trifluoromethyl-1,1,1,3,4,4,5,5,5-nonafluoro-2-pentanol). Reactants: [Cl-].[NH4+] (ammonium chloride), C1(CCCC1)[Mg]Cl (cyclopentylmagnesium chloride), C1(=CC=CC=C1)C(C(=O)OCC)=O (ethyl phenylglyoxylate). Solvent: C(C)OCC (diethyl ether), O1CCCC1 (tetrahydrofuran). Conditions: time 30 minute. Product: C1(CCCC1)C(C(=O)OCC)(C1=CC=CC=C1)O (ethyl 2-cyclopentyl-2-hydroxy-2-phenylacetate). Reaction SMILES: [CH:1]1([Mg]Cl)[CH2:5][CH2:4][CH2:3][CH2:2]1.[C:8]1([C:14](=[O:20])[C:15]([O:17][CH2:18][CH3:19])=[O:16])[CH:13]=[CH:12][CH:11]=[CH:10][CH:9]=1.[Cl-].[NH4+]>C(OCC)C.O1CCCC1>[CH:1]1([C:14]([OH:20])([C:8]2[CH:9]=[CH:10][CH:11]=[CH:12][CH:13]=2)[C:15]([O:17][CH2:18][CH3:19])=[O:16])[CH2:5][CH2:4][CH2:3][CH2:2]1 |f:2.3|. Reported procedure: A solution of cyclopentylmagnesium chloride in diethyl ether was added dropwise to a solution of 23.5 g of ethyl phenylglyoxylate in 200 ml of tetrahydrofuran under cooling with ice, and this mixture was stirred at the same temperature for 30 minutes. After the addition of a saturated aqueous solution of ammonium chloride, the reaction mixture was extracted with ethyl acetate. The organic layer was washed with a saturated aqueous solution of sodium chloride and then dried over anhydrous magnesiu... Reactants: CO, Cl, [H][H], COC(=O)c1cc(CN=[N+]=[N-])ccc1Cc1ccc(F)cc1. Yields the product COC(=O)c1cc(CN)ccc1Cc1ccc(F)cc1. RXN SMILES: [CH3:26][OH:27].[ClH:23].[H:24][H:25].[N:1](=[N+:2]=[N-:3])[CH2:4][c:5]1[cH:6][cH:7][c:8]([CH2:15][c:16]2[cH:17][cH:18][c:19]([F:22])[cH:20][cH:21]2)[c:9]([C:10](=[O:11])[O:12][CH3:13])[cH:14]1>>[NH2:1][CH2:4][c:5]1[cH:6][cH:7][c:8]([CH2:15][c:16]2[cH:17][cH:18][c:19]([F:22])[cH:20][cH:21]2)[c:9]([C:10](=[O:11])[O:12][CH3:13])[cH:14]1. Reactants: O=C([O-])O, O=C(Cl)CCCCl, ClCCl, NN1CCCCC1, [Na+]. Product: O=C(CCCCl)NN1CCCCC1. As a reaction SMILES: [C:15](=[O:16])([OH:17])[O-:18].[Cl:1][CH2:2][CH2:3][CH2:4][C:5](=[O:6])[Cl:7].[Cl:20][CH2:21][Cl:22].[N:8]1([NH2:14])[CH2:9][CH2:10][CH2:11][CH2:12][CH2:13]1.[Na+:19]>>[Cl:1][CH2:2][CH2:3][CH2:4][C:5](=[O:6])[NH:14][N:8]1[CH2:9][CH2:10][CH2:11][CH2:12][CH2:13]1.